From a dataset of the Open Reaction Database (ORD), a public repository of structured organic reaction records. describe an organic reaction: reactants, conditions, products, and yield Reactants: [H-].[Na+] (NaH), CSC1=CC=C(C=C1)CC(=O)OCC (ethyl 4-methylthiophenylacetate), C(=O)OCC (ethyl formate), Cl (HCl). Reaction conditions: time 1 hour. Yields the product CSC1=CC=C(C=C1)C(C(=O)OCC)C=O (ethyl 4-methylthio-α-formyl-phenylacetate). RXN SMILES: [H-].[Na+].[CH3:3][S:4][C:5]1[CH:10]=[CH:9][C:8]([CH2:11][C:12]([O:14][CH2:15][CH3:16])=[O:13])=[CH:7][CH:6]=1.Cl.[CH:18](OCC)=[O:19]>>[CH3:3][S:4][C:5]1[CH:6]=[CH:7][C:8]([CH:11]([CH:18]=[O:19])[C:12]([O:14][CH2:15][CH3:16])=[O:13])=[CH:9][CH:10]=1 |f:0.1|. Procedure: A suspension of NaH (0.84 g, 20.8 mmol) was added at room temperature to a solution of ethyl 4-methylthiophenylacetate (1.1 g, 5.2 mmol) in ethyl formate (20 mL). The mixture was stirred at room temperature for 1 hour and then cold 0.5 N HCl (20 mL) was added slowly. The crude reaction was then extracted with ether, and the organic layer was washed with sodium bicarbonate, brine, dried over magnesium sulfate, filtered, and concentrated to yield 1.2 g of ethyl 4-methylthio-α-formyl-phenylacetate ... The reactants are COC=1C=C(C=CC1[N+](=O)[O-])C=1CCN(CC1)CCC(F)(F)F (4-(3-Methoxy-4-nitrophenyl)-1-(3,3,3-trifluoropropyl)-1,2,3,6-tetrahydropyridine). The reagents and catalysts are [Pt](=O)=O (platinum (IV) oxide). Solvent: C(C)O.C(C)(=O)O (ethanol acetic acid). Run at time 4 hour. The product is COC1=C(C=CC(=C1)C1CCN(CC1)CCC(F)(F)F)N (2-Methoxy-4-[1-(3,3,3-trifluoropropyl)piperid-4-yl]phenylamine). Isolated yield 99.2%. As a reaction SMILES: [CH3:1][O:2][C:3]1[CH:4]=[C:5]([C:12]2[CH2:13][CH2:14][N:15]([CH2:18][CH2:19][C:20]([F:23])([F:22])[F:21])[CH2:16][CH:17]=2)[CH:6]=[CH:7][C:8]=1[N+:9]([O-])=O>C(O)C.C(O)(=O)C.[Pt](=O)=O>[CH3:1][O:2][C:3]1[CH:4]=[C:5]([CH:12]2[CH2:17][CH2:16][N:15]([CH2:18][CH2:19][C:20]([F:23])([F:21])[F:22])[CH2:14][CH2:13]2)[CH:6]=[CH:7][C:8]=1[NH2:9] |f:1.2|. Procedure details: 1.65 g (5.0 mmol) of the product prepared in step 16.2 are placed in 120 mL of an ethanol/acetic acid mixture (v/v=1/1) in a hydrogenation autoclave, and 0.150 g of platinum (IV) oxide is added, under an inert atmosphere. The mixture is stirred under a hydrogen pressure of 4 bar at room temperature for 4 hours. After filtering through thin glass fibre paper and evaporating to dryness under reduced pressure, the oily residue is taken up in chloroform and washed with aqueous 1N NaOH solution. The ...